From a dataset of the Open Reaction Database (ORD), a public repository of structured organic reaction records. describe an organic reaction: reactants, conditions, products, and yield The reactants are CC(CC(C)=O)(C)NC(CCOC)=O (N-(1,1-dimethyl-3-oxobutyl)-3-methoxypropionamide), CNC (dimethylamine), Cl(=O)(=O)(=O)[O-].C[NH2+]C (dimethylammonium perchlorate), C([O-])(O)=O.[Na+] (Sodium bicarbonate), [H][H] (Hydrogen), [H][H] (hydrogen), [H][H] (hydrogen). The reagents and catalysts are [Pt]=O (platinum oxide). Product: CC(CC(C)N(C)C)(C)NC(CCOC)=O (N-(1,1-dimethyl-3-dimethylaminobutyl)-3-methoxypropionamide). Reaction SMILES: [CH3:1][C:2]([NH:8][C:9](=[O:14])[CH2:10][CH2:11][O:12][CH3:13])([CH3:7])[CH2:3][C:4](=O)[CH3:5].[CH3:15][NH:16][CH3:17].Cl([O-])(=O)(=O)=O.C[NH2+]C.[H][H].C(=O)(O)[O-].[Na+]>[Pt]=O>[CH3:1][C:2]([NH:8][C:9](=[O:14])[CH2:10][CH2:11][O:12][CH3:13])([CH3:7])[CH2:3][CH:4]([N:16]([CH3:17])[CH3:15])[CH3:5] |f:2.3,5.6|. Procedure: A one-gallon autoclave, fitted with a stirrer, is charged with 1684 parts (8.38 moles) of N-(1,1-dimethyl-3-oxobutyl)-3-methoxypropionamide, 762 parts (16.9 moles) of dimethylamine, 1.5 parts of platinum oxide and 15 parts of dimethylammonium perchlorate. The autoclave is pressurized with hydrogen to 750 psi., and stirring is begun. Hydrogen pressure is periodically restored to 850-900 psi. and stirring is continued until hydrogen uptake has ceased. Sodium bicarbonate, 10 parts, is added to the ... The reactants are Cl.Cl.N1(CCNCC1)CC(C=1C=C(C=CC1)C1=CC(=CC=C1)OC(F)(F)F)C1(CCCCC1)O (1-{2-piperazin-1-yl-1-[3′-(trifluoromethoxy)-1,1′-biphenyl-3-yl]ethyl}cyclohexanol dihydrochloride), FC(OC=1C=C(C=CC1)C1=CC(=CC=C1)C(CN1CCN(CC1)C(=O)OC(C)(C)C)C1(CCCCC1)O)(F)F (tert-butyl 4-[2-(3′-trifluoromethoxy-biphenyl-3-yl)-2-(1-hydroxycyclohexyl)ethyl]piperazine-1-carboxylate). Yields the product Cl.Cl.N1(CCNCC1)C1C(CCCC1)(O)C(C)C=1C=C(C=CC1)C1=CC(=CC=C1)OC(F)(F)F (2-piperazin-1-yl-1-[3′-(trifluoromethoxy)-1,1′-biphenyl-3-yl]ethylcyclohexanol dihydrochoride). Reaction SMILES: [ClH:1].Cl.N1([CH2:9][CH:10]([C:28]2([OH:34])[CH2:33][CH2:32][CH2:31][CH2:30][CH2:29]2)[C:11]2[CH:12]=[C:13]([C:17]3[CH:22]=[CH:21][CH:20]=[C:19]([O:23][C:24]([F:27])([F:26])[F:25])[CH:18]=3)[CH:14]=[CH:15][CH:16]=2)CCNCC1.FC(F)(F)OC1C=C(C2C=CC=C(C(C3(O)CCCCC3)C[N:52]3[CH2:57][CH2:56][N:55](C(OC(C)(C)C)=O)[CH2:54][CH2:53]3)C=2)C=CC=1>>[ClH:1].[ClH:1].[N:52]1([CH:33]2[CH2:32][CH2:31][CH2:30][CH2:29][C:28]2([CH:10]([C:11]2[CH:12]=[C:13]([C:17]3[CH:22]=[CH:21][CH:20]=[C:19]([O:23][C:24]([F:26])([F:25])[F:27])[CH:18]=3)[CH:14]=[CH:15][CH:16]=2)[CH3:9])[OH:34])[CH2:57][CH2:56][NH:55][CH2:54][CH2:53]1 |f:0.1.2,4.5.6|. Procedure details: In an analogous manner to Example 135, step 4 1-{2-piperazin-1-yl-1-[3′-(trifluoromethoxy)-1,1′-biphenyl-3-yl]ethyl}cyclohexanol dihydrochloride was prepared from tert-butyl 4-[2-(3′-trifluoromethoxy-biphenyl-3-yl)-2-(1-hydroxycyclohexyl)ethyl]piperazine-1-carboxylate. MS (ESI) m/z 449; HRMS: calcd for C25H31F3N2O2+H, 449.24159; found (ESI, [M+H]+), 449.2434. Starting materials: COC(C(C)(C)NC(=O)C1=C(C=2CCCCC2C=C1)OCOC)=O (2-[(1-methoxymethoxy-5,6,7,8-tetrahydro-naphthalene-2-carbonyl)-amino]-2-methyl-propionic acid methyl ester). The solvent is C(C)(C)O (isopropanol), O1CCCC1 (tetrahydrofurane), Cl (HCl). Conditions: time 1 hour. The product is COC(C(C)(C)NC(=O)C1=C(C=2CCCCC2C=C1)O)=O (2-[(1-hydroxy-5,6,7,8-tetrahydro-naphthalene-2-carbonyl)-amino]-2-methyl-propionic acid methyl ester). Yield: 96.4%. Reaction SMILES: [CH3:1][O:2][C:3](=[O:24])[C:4]([NH:7][C:8]([C:10]1[CH:19]=[CH:18][C:17]2[CH2:16][CH2:15][CH2:14][CH2:13][C:12]=2[C:11]=1[O:20]COC)=[O:9])([CH3:6])[CH3:5]>C(O)(C)C.O1CCCC1.Cl>[CH3:1][O:2][C:3](=[O:24])[C:4]([NH:7][C:8]([C:10]1[CH:19]=[CH:18][C:17]2[CH2:16][CH2:15][CH2:14][CH2:13][C:12]=2[C:11]=1[OH:20])=[O:9])([CH3:6])[CH3:5]. Procedure: 1.023 g 2-[(1-methoxymethoxy-5,6,7,8-tetrahydro-naphthalene-2-carbonyl)-amino]-2-methyl-propionic acid methyl ester was dissolved in a mixture of isopropanol (8 ml), tetrahydrofurane (8 ml) and HCl conc. (4 ml). It was stirred at room temperature for one hour. The mixture was concentrated in vacuo, then 20 ml of ethyl acetate and 30 ml of water were added to the residue. The organic layer was separated, dried over magnesium sulphate and concentrated in vacuo to afford 0.857 g of 2-[(1-hydroxy-5,... Starting materials: C[Si](C#CCCCOC=1C=CC(=NC1)OC=1C=C(C=C2CCN(CC2)C(=O)OC(C)(C)C)C=CC1)(C)C (tert-butyl 4-(3-(5-(5-(trimethylsilyl)pent-4-ynyloxy)pyridin-2-yloxy)benzylidene)piperidine-1-carboxylate), CCCC[N+](CCCC)(CCCC)CCCC.[F-] (TBAF). Run in C1CCOC1 (THF). Run at time 30 minute. Product: C(CCC#C)OC=1C=CC(=NC1)OC=1C=C(C=C2CCN(CC2)C(=O)OC(C)(C)C)C=CC1 (tert-Butyl 4-(3-(5-(pent-4-ynyloxy)pyridin-2-yloxy)benzylidene)piperidine-1-carboxylate). Isolated yield 99.8%. Reaction SMILES: C[Si](C)(C)[C:3]#[C:4][CH2:5][CH2:6][CH2:7][O:8][C:9]1[CH:10]=[CH:11][C:12]([O:15][C:16]2[CH:17]=[C:18]([CH:33]=[CH:34][CH:35]=2)[CH:19]=[C:20]2[CH2:25][CH2:24][N:23]([C:26]([O:28][C:29]([CH3:32])([CH3:31])[CH3:30])=[O:27])[CH2:22][CH2:21]2)=[N:13][CH:14]=1.CCCC[N+](CCCC)(CCCC)CCCC.[F-]>C1COCC1>[CH2:7]([O:8][C:9]1[CH:10]=[CH:11][C:12]([O:15][C:16]2[CH:17]=[C:18]([CH:33]=[CH:34][CH:35]=2)[CH:19]=[C:20]2[CH2:25][CH2:24][N:23]([C:26]([O:28][C:29]([CH3:31])([CH3:32])[CH3:30])=[O:27])[CH2:22][CH2:21]2)=[N:13][CH:14]=1)[CH2:6][CH2:5][C:4]#[CH:3] |f:1.2|. Reported procedure: To a solution of tert-butyl 4-(3-(5-(5-(trimethylsilyl)pent-4-ynyloxy)pyridin-2-yloxy)benzylidene)piperidine-1-carboxylate (0.7 g, 1.34 mmol) in dry THF (4 mL) was added TBAF (3.8 mL, 13.4 mmol) dropwise maintaining ice-cooled conditions. The mixture was stirred for 30 min. The reaction was concentrated and then partitioned between saturated NaHCO3 solution and CH2Cl2. The organic layer was dried over Na2SO4 and concentrated under reduced pressure to give the title compound (0.6 g, 98% yield). Starting materials: Fc1ccc(F)c(Br)c1F, COc1ccc2c(C(=O)c3ccc(OCCN4CCCCCC4)cc3)c(OS(=O)(=O)C(F)(F)F)ccc2c1, O=C(c1ccc(OCCN2CCCCC2)cc1)c1c(-c2cc(F)cc(F)c2F)ccc2cc(O)ccc12. The product is COc1ccc2c(C(=O)c3ccc(OCCN4CCCCCC4)cc3)c(-c3c(F)ccc(F)c3F)ccc2c1. Reaction SMILES: [Br:39][c:40]1[c:41]([F:48])[cH:42][cH:43][c:44]([F:47])[c:45]1[F:46].[N:1]1([CH2:8][CH2:9][O:10][c:11]2[cH:12][cH:13][c:14]([C:15](=[O:16])[c:17]3[c:18]([O:29][S:30]([C:31]([F:32])([F:33])[F:34])(=[O:35])=[O:36])[cH:19][cH:20][c:21]4[cH:22][c:23]([O:27][CH3:28])[cH:24][cH:25][c:26]34)[cH:37][cH:38]2)[CH2:2][CH2:3][CH2:4][CH2:5][CH2:6][CH2:7]1.[OH:49][c:50]1[cH:51][c:52]2[c:53]([cH:54][cH:55]1)[c:56]([C:57]([c:58]1[cH:59][cH:60][c:61]([O:62][CH2:63][CH2:64][N:65]3[CH2:66][CH2:67][CH2:68][CH2:69][CH2:70]3)[cH:71][cH:72]1)=[O:73])[c:74](-[c:75]1[cH:76][c:77]([F:78])[cH:79][c:80]([F:81])[c:82]1[F:83])[cH:84][cH:85]2>>[N:1]1([CH2:8][CH2:9][O:10][c:11]2[cH:12][cH:13][c:14]([C:15](=[O:16])[c:17]3[c:18](-[c:40]4[c:41]([F:48])[cH:42][cH:43][c:44]([F:47])[c:45]4[F:46])[cH:19][cH:20][c:21]4[cH:22][c:23]([O:27][CH3:28])[cH:24][cH:25][c:26]34)[cH:37][cH:38]2)[CH2:2][CH2:3][CH2:4][CH2:5][CH2:6][CH2:7]1.